Dataset: the Open Reaction Database (ORD), a public repository of structured organic reaction records. Task: describe an organic reaction: reactants, conditions, products, and yield As a reaction SMILES: [CH2:1]1[O:2][C:3]2([CH2:4][CH2:5][C:6]([c:9]3[cH:10][c:11]([F:20])[c:12]([C:16]([F:17])([F:18])[F:19])[c:13]([F:15])[cH:14]3)([OH:21])[CH2:7][CH2:8]2)[O:22][CH2:23]1.[CH3:24][c:25]1[cH:26][cH:27][cH:28][cH:29][cH:30]1>>[CH2:1]1[O:2][C:3]2([CH2:4][CH:5]=[C:6]([c:9]3[cH:10][c:11]([F:20])[c:12]([C:16]([F:17])([F:18])[F:19])[c:13]([F:15])[cH:14]3)[CH2:7][CH2:8]2)[O:22][CH2:23]1. Reactants: OC1(c2cc(F)c(C(F)(F)F)c(F)c2)CCC2(CC1)OCCO2, Cc1ccccc1. Yields the product Fc1cc(C2=CCC3(CC2)OCCO3)cc(F)c1C(F)(F)F. The solvent is C(CCC)O (1-butanol). Product: C(CCC)OCCCCCCCCCCC(=O)O (11-(1-butoxy)undecanoic acid). The yield is 14.9%. Run at temperature 40 celsius, time 5 hour. As a reaction SMILES: Br[CH2:2][CH2:3][CH2:4][CH2:5][CH2:6][CH2:7][CH2:8][CH2:9][CH2:10][CH2:11][C:12]([OH:14])=[O:13].[OH-:15].[K+]>C(O)CCC>[CH2:2]([O:15][CH2:2][CH2:3][CH2:4][CH2:5][CH2:6][CH2:7][CH2:8][CH2:9][CH2:10][CH2:11][C:12]([OH:14])=[O:13])[CH2:3][CH2:4][CH3:5] |f:1.2|. Reported procedure: 11-bromoundecanoic acid (2 g, 17.5 mmol) was added to a solution of potassium hydroxide (1.7 g, 30.2 mmol) in 1-butanol (20 mL) and the solution was stirred at 40° C. for 5 hrs. After cooling, the reaction mixture was extracted with ethyl acetate and water at pH=2. The organic phase was then washed with saturated sodium chloride, dried over sodium sulfate, and the solvent was removed under reduced pressure. The product was purified over silica column chromatography in 2-10% ethyl acetate/hexane/... Reactants: BrCCCCCCCCCCC(=O)O (11-bromoundecanoic acid), [OH-].[K+] (potassium hydroxide). Reactants: C[S-].[Na+] (sodium thiomethoxide), C1=CC=C(C=C1)OC2=CC=C(C=C2)Br (4-bromodiphenyl ether), [OH-].[Na+] (sodium hydroxide). Run in CN(C=O)C (N,N-dimethylformamide). Yields the product O(C1=CC=CC=C1)C1=CC=C(C=C1)S (4-(phenoxy)thiophenol). As a reaction SMILES: C[S-:2].[Na+].[CH:4]1[CH:9]=[CH:8][C:7]([O:10][C:11]2[CH:16]=[CH:15][C:14](Br)=[CH:13][CH:12]=2)=[CH:6][CH:5]=1.[OH-].[Na+]>CN(C)C=O>[O:10]([C:11]1[CH:16]=[CH:15][C:14]([SH:2])=[CH:13][CH:12]=1)[C:7]1[CH:8]=[CH:9][CH:4]=[CH:5][CH:6]=1 |f:0.1,3.4|. Procedure details: A solution of sodium thiomethoxide (25 g) and 4-bromodiphenyl ether (25 g) in N,N-dimethylformamide (DMF) (150 ml) was refluxed overnight. The mixture was cooled and added to dilute aqueous sodium hydroxide. The water layer was washed with ether to remove by-products and acidified with hydrochloric acid. The product, 4-(phenoxy)thiophenol, was extracted with ether, and the ether layer dried and evaporated to give 4-(phenoxy)thiophenol (19-20 g) as a red oil. This material can be used without fur...